From a dataset of the Open Reaction Database (ORD), a public repository of structured organic reaction records. describe an organic reaction: reactants, conditions, products, and yield Starting materials: C(=O)(C(F)(F)F)O (TFA), S1C(=NC2=C1C=CC=C2)NC(=O)C=2C=CC=C1CCN(CC21)C=2SC(=C(N2)C(=O)O)CCCOC2=CC=C(C=C2)C2=CSC=C2C#N (2-[8-(Benzothiazol-2-ylcarbamoyl)-3,4-dihydro-1H-isoquinolin-2-yl]-5-{3-[4-(4-cyano-thiophen-3-yl)-phenoxy]-propyl}-thiazole-4-carboxylic acid), N1(CCCC1)CCCNC=1C2=C(N=CN1)C(=CS2)C2=CC=C(C=C2)O (4-(4-(3-(pyrrolidin-1-yl)propylamino)thieno[3,2-d]pyrimidin-7-yl)phenol). Product: S1C(=NC2=C1C=CC=C2)NC(=O)C=2C=CC=C1CCN(CC21)C=2SC(=C(N2)C(=O)O)CCCOC2=CC=C(C=C2)C2=CSC1=C2N=CN=C1NCCCN1CCCC1 (2-[8-(Benzothiazol-2-ylcarbamoyl)-3,4-dihydro-1H-isoquinolin-2-yl]-5-(3-{4-[4-(3-pyrrolidin-1-yl-propylamino)-thieno[3,2-d]pyrimidin-7-yl]-phenoxy}-propyl)-thiazole-4-carboxylic acid). As a reaction SMILES: C(O)(C(F)(F)F)=O.[S:8]1[C:12]2[CH:13]=[CH:14][CH:15]=[CH:16][C:11]=2[N:10]=[C:9]1[NH:17][C:18]([C:20]1[CH:21]=[CH:22][CH:23]=[C:24]2[C:29]=1[CH2:28][N:27]([C:30]1[S:31][C:32]([CH2:38][CH2:39][CH2:40][O:41][C:42]3[CH:47]=[CH:46][C:45]([C:48]4[C:52](C#N)=[CH:51][S:50][CH:49]=4)=[CH:44][CH:43]=3)=[C:33]([C:35]([OH:37])=[O:36])[N:34]=1)[CH2:26][CH2:25]2)=[O:19].[N:55]1([CH2:60][CH2:61][CH2:62][NH:63][C:64]2C3SC=C(C4C=CC(O)=CC=4)C=3[N:67]=[CH:68][N:69]=2)[CH2:59][CH2:58][CH2:57][CH2:56]1>>[S:8]1[C:12]2[CH:13]=[CH:14][CH:15]=[CH:16][C:11]=2[N:10]=[C:9]1[NH:17][C:18]([C:20]1[CH:21]=[CH:22][CH:23]=[C:24]2[C:29]=1[CH2:28][N:27]([C:30]1[S:31][C:32]([CH2:38][CH2:39][CH2:40][O:41][C:42]3[CH:43]=[CH:44][C:45]([C:48]4[C:52]5[N:67]=[CH:68][N:69]=[C:64]([NH:63][CH2:62][CH2:61][CH2:60][N:55]6[CH2:56][CH2:57][CH2:58][CH2:59]6)[C:51]=5[S:50][CH:49]=4)=[CH:46][CH:47]=3)=[C:33]([C:35]([OH:37])=[O:36])[N:34]=1)[CH2:26][CH2:25]2)=[O:19]. Reported procedure: The title compound 78 was prepared as a TFA salt in a similar manner to the synthesis of compound 51 by substituting compound 51A with compound 78B: 1H NMR (DMSO-d6): δ 12.82 (s, 1H), 9.53 (s, 1H), 8.52 (s, 1H), 8.22 (s, 1H), 8.03-8.07 (m, 1H), 8.01 (d, J=7.98 Hz, 1H), 7.69 (d, J=8.59 Hz, 1H), 7.79 (d, J=7.98 Hz, 1H), 7.67 (d, J=7.36 Hz, 1H), 7.32-7.49 (m, 4H), 7.01 (d, J=8.9 Hz, 2H), 4.84 (s, 2H), 4.04 (t, J=6.29 Hz, 2H), 3.73 (t, J=5.83 Hz, 2H), 3.18-3.24 (m, 4H), 3.01-3.05 (m, 4H), 1.78-2.07 ... Reactants: COc1ccccc1NC(=O)CC(=O)Nc1ccc(Oc2ccnc3cc(-c4cn(COCC[Si](C)(C)C)cn4)sc23)c(F)c1, O=C(O)C(F)(F)F. Product: COc1ccccc1NC(=O)CC(=O)Nc1ccc(Oc2ccnc3cc(-c4c[nH]cn4)sc23)c(F)c1. RXN SMILES: [F:1][c:2]1[cH:3][c:4]([NH:31][C:32]([CH2:33][C:34](=[O:35])[NH:36][c:37]2[c:38]([O:43][CH3:44])[cH:39][cH:40][cH:41][cH:42]2)=[O:45])[cH:5][cH:6][c:7]1[O:8][c:9]1[c:10]2[c:11]([n:12][cH:13][cH:14]1)[cH:15][c:16](-[c:18]1[n:19][cH:20][n:21]([CH2:23][O:24][CH2:25][CH2:26][Si:27]([CH3:28])([CH3:29])[CH3:30])[cH:22]1)[s:17]2.[F:46][C:47]([F:48])([F:49])[C:50]([OH:51])=[O:52]>>[F:1][c:2]1[cH:3][c:4]([NH:31][C:32]([CH2:33][C:34](=[O:35])[NH:36][c:37]2[c:38]([O:43][CH3:44])[cH:39][cH:40][cH:41][cH:42]2)=[O:45])[cH:5][cH:6][c:7]1[O:8][c:9]1[c:10]2[c:11]([n:12][cH:13][cH:14]1)[cH:15][c:16](-[c:18]1[n:19][cH:20][nH:21][cH:22]1)[s:17]2. Reactants: C1CCOC1, CN(C)CCCN, CO, CCOCC, CCN(C(C)C)C(C)C, Cc1nc(-c2cccc(Nc3nccc(Cl)n3)c2)cs1, Cl, C1COCCO1. Product: Cl, Cc1nc(-c2cccc(Nc3nccc(NCCCN(C)C)n3)c2)cs1. Reaction SMILES: [CH2:38]1[O:39][CH2:40][CH2:41][CH2:42]1.[CH3:21][N:22]([CH2:23][CH2:24][CH2:25][NH2:26])[CH3:27].[CH3:43][OH:44].[CH3:51][CH2:52][O:53][CH2:54][CH3:55].[CH:28]([N:29]([CH:30]([CH3:31])[CH3:32])[CH2:33][CH3:34])([CH3:35])[CH3:36].[Cl:1][c:2]1[n:3][c:4]([NH:8][c:9]2[cH:10][c:11](-[c:15]3[n:16][c:17]([CH3:20])[s:18][cH:19]3)[cH:12][cH:13][cH:14]2)[n:5][cH:6][cH:7]1.[ClH:37].[O:45]1[CH2:46][CH2:47][O:48][CH2:49][CH2:50]1>>[ClH:1].[c:2]1([NH:26][CH2:25][CH2:24][CH2:23][N:22]([CH3:21])[CH3:27])[n:3][c:4]([NH:8][c:9]2[cH:10][c:11](-[c:15]3[n:16][c:17]([CH3:20])[s:18][cH:19]3)[cH:12][cH:13][cH:14]2)[n:5][cH:6][cH:7]1.